Dataset: the Open Reaction Database (ORD), a public repository of structured organic reaction records. Task: describe an organic reaction: reactants, conditions, products, and yield Starting materials: C(C=C)OC(C(=P(C1=CC=CC=C1)(C1=CC=CC=C1)C1=CC=CC=C1)N1C([C@@H]([C@H]1S)[C@@H](C)OC(=O)OCC=C)=O)=O (2-[(3S,4R)-3-[(1R)-1allyloxycarbonyloxyethyl]-4-mercapto-2-oxo-azetidin-1-yl]-2-triphenylphosphoranylideneacetic acid allyl ester), N1=CC=CC=C1 (pyridine), FC1=CC=C(OCC(=O)Cl)C=C1 (4-fluorophenoxyacetyl chloride). The reagents and catalysts are CN(C1=CC=NC=C1)C (4-dimethylaminopyridine), [Ag] (silver). Solvent: C(Cl)Cl (methylene chloride). Yields the product C(C=C)OC(C(=P(C1=CC=CC=C1)(C1=CC=CC=C1)C1=CC=CC=C1)N1C([C@@H]([C@H]1SC(COC1=CC=C(C=C1)F)=O)[C@@H](C)OC(=O)OCC=C)=O)=O (2-[(3S,4R)-3-[(1R)-1-allyloxycarbonyloxyethyl]-4-(4-fluorophenoxyacetylthio)-2-oxo-azetidin-1-yl]-2-triphenylphosphoranylideneacetic acid allyl ester). Reaction SMILES: [CH2:1]([O:4][C:5](=[O:41])[C:6]([N:26]1[C@H:29]([SH:30])[C@@H:28]([C@H:31]([O:33][C:34]([O:36][CH2:37][CH:38]=[CH2:39])=[O:35])[CH3:32])[C:27]1=[O:40])=[P:7]([C:20]1[CH:25]=[CH:24][CH:23]=[CH:22][CH:21]=1)([C:14]1[CH:19]=[CH:18][CH:17]=[CH:16][CH:15]=1)[C:8]1[CH:13]=[CH:12][CH:11]=[CH:10][CH:9]=1)[CH:2]=[CH2:3].N1C=CC=CC=1.[F:48][C:49]1[CH:59]=[CH:58][C:52]([O:53][CH2:54][C:55](Cl)=[O:56])=[CH:51][CH:50]=1>C(Cl)Cl.CN(C)C1C=CN=CC=1.[Ag]>[CH2:1]([O:4][C:5](=[O:41])[C:6]([N:26]1[C@H:29]([S:30][C:55](=[O:56])[CH2:54][O:53][C:52]2[CH:58]=[CH:59][C:49]([F:48])=[CH:50][CH:51]=2)[C@@H:28]([C@H:31]([O:33][C:34]([O:36][CH2:37][CH:38]=[CH2:39])=[O:35])[CH3:32])[C:27]1=[O:40])=[P:7]([C:14]1[CH:19]=[CH:18][CH:17]=[CH:16][CH:15]=1)([C:20]1[CH:21]=[CH:22][CH:23]=[CH:24][CH:25]=1)[C:8]1[CH:13]=[CH:12][CH:11]=[CH:10][CH:9]=1)[CH:2]=[CH2:3]. Procedure details: 1.74 g of the silver salt of 2-[(3S,4R)-3-[(1R)-1allyloxycarbonyloxyethyl]-4-mercapto-2-oxo-azetidin-1-yl]-2-triphenylphosphoranylideneacetic acid allyl ester are reacted in 30 ml of methylene chloride with 0.41 ml of pyridine, 20 mg of 4-dimethylaminopyridine and 0.7 g of 4-fluorophenoxyacetyl chloride. After working up analogously to Example 1, 2-[(3S,4R)-3-[(1R)-1-allyloxycarbonyloxyethyl]-4-(4-fluorophenoxyacetylthio)-2-oxo-azetidin-1-yl]-2-triphenylphosphoranylideneacetic acid allyl ester i... Yields the product O[C@](C#CC=1C=CC2=C(C=3N(CCO2)C=C(N3)C(=O)N)C1)(C)C1=NOC(=C1)C ((5)-10-(3-hydroxy-3-(5-methylisoxazol-3-yl)but-1-yn-1-yl)-5,6-dihydrobenzo[f]imidazo[1,2-d][1,4]oxazepine-2-carboxamide). Reaction SMILES: Br[C:2]1[CH:3]=[CH:4][C:5]2[O:11][CH2:10][CH2:9][N:8]3[CH:12]=[C:13]([C:15]([NH2:17])=[O:16])[N:14]=[C:7]3[C:6]=2[CH:18]=1.[CH3:19][C:20]1[O:24][N:23]=[C:22]([C@@:25]([OH:29])([C:27]#[CH:28])[CH3:26])[CH:21]=1>>[OH:29][C@@:25]([C:22]1[CH:21]=[C:20]([CH3:19])[O:24][N:23]=1)([CH3:26])[C:27]#[C:28][C:2]1[CH:3]=[CH:4][C:5]2[O:11][CH2:10][CH2:9][N:8]3[CH:12]=[C:13]([C:15]([NH2:17])=[O:16])[N:14]=[C:7]3[C:6]=2[CH:18]=1. The reactants are BrC=1C=CC2=C(C=3N(CCO2)C=C(N3)C(=O)N)C1 (10-bromo-5,6-dihydrobenzo[f]imidazo[1,2-d][1,4]oxazepine-2-carboxamide), CC1=CC(=NO1)[C@](C)(C#C)O ((2S)-2-(5-methyl-1,2-oxazol-3-yl)but-3-yn-2-ol). Reported procedure: Similar to as described in General Procedure G, 10-bromo-5,6-dihydrobenzo[f]imidazo[1,2-d][1,4]oxazepine-2-carboxamide was reacted with (2S)-2-(5-methyl-1,2-oxazol-3-yl)but-3-yn-2-ol to give the titled compound as an off-white solid (34 mg, 9%). Yield: 9.0%. Reactants: C=1C=CC2=C(C1)N=NN2O (HOBT), C(CCl)Cl (EDC), CCN(C(C)C)C(C)C (DIEA), FC(COC(C(=O)O)C1=CC=CC=C1)(F)F (2,2,2-trifluoroethoxyphenylacetic acid), N1CCC(CC1)N1C(CCC2=CC=CC=C12)=O (1-(piperidin-4-yl)-3,4-dihydroquinolin-2(1H)-one). Solvent: CN(C)C=O (DMF). Reaction conditions: time 14 hour. Product: FC(COC1=C(C=CC=C1)CC(=O)N1CCC(CC1)N1C(CCC2=CC=CC=C12)=O)(F)F (1-(1-(2-(2,2,2-trifluoroethoxy)phenylacetyl)-piperidin-4-yl)-3,4-dihydroquinolin-2(1H)-one). As a reaction SMILES: [F:1][C:2]([F:16])([F:15])[CH2:3][O:4][CH:5]([C:9]1C=C[CH:12]=[CH:11][CH:10]=1)C(O)=O.[NH:17]1[CH2:22][CH2:21][CH:20]([N:23]2[C:32]3[C:27](=[CH:28][CH:29]=[CH:30][CH:31]=3)[CH2:26][CH2:25][C:24]2=[O:33])[CH2:19][CH2:18]1.C1C=CC2N([OH:43])N=NC=2C=1.C(Cl)CCl.CCN([CH:54]([CH3:56])[CH3:55])C(C)C>CN(C=O)C>[F:1][C:2]([F:15])([F:16])[CH2:3][O:4][C:5]1[CH:9]=[CH:10][CH:11]=[CH:12][C:56]=1[CH2:54][C:55]([N:17]1[CH2:22][CH2:21][CH:20]([N:23]2[C:32]3[C:27](=[CH:28][CH:29]=[CH:30][CH:31]=3)[CH2:26][CH2:25][C:24]2=[O:33])[CH2:19][CH2:18]1)=[O:43]. Procedure details: To a stirred solution of 2-(2,2,2-trifluoroethoxyphenyl-acetic acid (0.20 g, 0.90 mmol) from Step 2 of Example 16 and 1-(piperidin-4-yl)-3,4-dihydroquinolin-2(1H)-one prepared by the method of Ogawa, et al., J. Med. Chem. (1993), vol. 36, pp. 2011-2017) (0.24 g, 0.90 mmol) in DMF (15 mL) was added HOBT (0.15 g, 1.0 mmol), EDC (0.44 g, 1.5 mmol), and DIEA (0.3 mL, 1.7 mmol). The solution was stirred at ambient temperature for 14 h and the solvent was removed under reduced pressure. The residue wa... The reactants are [Li]CCCC, Cc1c(F)cccc1Cl, O=C=O, C1CCOC1. Yields the product Cc1c(Cl)ccc(C(=O)O)c1F. RXN SMILES: [CH2:1]([Li:2])[CH2:3][CH2:4][CH3:5].[Cl:6][c:7]1[c:8]([CH3:14])[c:9]([F:13])[cH:10][cH:11][cH:12]1.[O:15]=[C:16]=[O:17].[O:18]1[CH2:19][CH2:20][CH2:21][CH2:22]1>>[Cl:6][c:7]1[c:8]([CH3:14])[c:9]([F:13])[c:10]([C:16](=[O:15])[OH:17])[cH:11][cH:12]1. Reactants: [OH-].[Na+] (sodium hydroxide), Cl (hydrochloric acid), Cl.NO (hydroxylamine hydrochloride), C(C)C(CC(=O)OCC)C(CCC)=O (ethyl 2-ethylhexan-3-onecarboxylate). Solvent: O (water), O (water), O (water). Run at temperature 50 celsius, time 3 hour. Yields the product C(C)C1=C(NOC1=O)CCC (4-Ethyl-3-propyl-5(2H)-isoxazolone). Reaction SMILES: Cl.[NH2:2][OH:3].[OH-:4].[Na+].[CH2:6]([CH:8]([C:15](=O)[CH2:16][CH2:17][CH3:18])[CH2:9]C(OCC)=O)[CH3:7].Cl>O>[CH2:6]([C:8]1[C:9](=[O:4])[O:3][NH:2][C:15]=1[CH2:16][CH2:17][CH3:18])[CH3:7] |f:0.1,2.3|. Reported procedure: 11.53 g (165.9 mmol) of hydroxylamine hydrochloride are dissolved in 25 ml of water and, at a temperature of at most 0°C., admixed with a solution of 13.27 g (331.8 mmol) of sodium hydroxide in 60 ml of water. Without further cooling, 30.9 g (165.9 mmol) of ethyl 2-ethylhexan-3-onecarboxylate are then added in one portion, and the mixture is stirred at 50° C. for 3 h. For work-up, 15.5 ml of conc. hydrochloric acid are added at 0°C., and the mixture is diluted with water and extracted three time... The reactants are N1=C(C=CC2=CC=CC=C12)NCCNC(C)=O (N-[2-[(quinolin-2-yl)amino]ethyl]acetamide). Run in Cl (HCl). Product: N1=C(C=CC2=CC=CC=C12)NCCN (N-(Quinolin-2-yl)ethylenediamine). Isolated yield 69.3%. As a reaction SMILES: [N:1]1[C:10]2[C:5](=[CH:6][CH:7]=[CH:8][CH:9]=2)[CH:4]=[CH:3][C:2]=1[NH:11][CH2:12][CH2:13][NH:14]C(=O)C>Cl>[N:1]1[C:10]2[C:5](=[CH:6][CH:7]=[CH:8][CH:9]=2)[CH:4]=[CH:3][C:2]=1[NH:11][CH2:12][CH2:13][NH2:14]. Reported procedure: A solution of N-[2-[(quinolin-2-yl)amino]ethyl]acetamide (6.8 g, 0.030 mol) in 2N HCl (45 ml, 0.090 ml) was heated under reflux for 20 hours. The solution was cooled and extracted with EtOAc. The aqueous phase was made basic (pH9) with solid KOH, saturated with NaCl, and extracted with EtOAc. The combined extracts were dried (MgSO4) and concentrated to give 3.89 g (68%) of an off-white solid m.p. 124°-125° C.